Task: describe an organic reaction: reactants, conditions, products, and yield. Dataset: the Open Reaction Database (ORD), a public repository of structured organic reaction records Starting materials: C1=NC=C(C2=CC=CC=C12)C=CC=O (3-(4-isoquinolinyl)acrolein), NC=1SC=2CCNCCC2N1 (2-amino-4,5,7,8-tetrahydro-6H-thiazolo[5,4-d]azepine), C(#N)[BH3-].[Na+] (sodium cyanoborohydride), C(C)(=O)O (acetic acid). Solvent: CO (methanol). Product: NC=1SC=2CCN(CCC2N1)CC#CC1=CC=CC=C1 (2-Amino-6-(3-phenyl-2-propyn-1-yl)-4,5,7,8-tetrahydro-6H-thiazolo[5,4-d]azepine). Reaction SMILES: C1[C:10]2[C:5](=[CH:6][CH:7]=[CH:8][CH:9]=2)[C:4]([CH:11]=[CH:12]C=O)=CN=1.[NH2:15][C:16]1[S:17][C:18]2[CH2:19][CH2:20][NH:21][CH2:22][CH2:23][C:24]=2[N:25]=1.C([BH3-])#N.[Na+].C(O)(=O)C>CO>[NH2:15][C:16]1[S:17][C:18]2[CH2:19][CH2:20][N:21]([CH2:12][C:11]#[C:4][C:5]3[CH:6]=[CH:7][CH:8]=[CH:9][CH:10]=3)[CH2:22][CH2:23][C:24]=2[N:25]=1 |f:2.3|. Procedure: Prepared from 3-(4-isoquinolinyl)acrolein and 2-amino-4,5,7,8-tetrahydro-6H-thiazolo[5,4-d]azepine by reductive amination with sodium cyanoborohydride (in methanol in the presence of I equivalent of glacial acetic acid). The crude product is purified by column chromatography on silica gel (acetone/methanol/conc. ammonia =50:12:0.5). At first the title compound (A) is eluted. Yield: 4% of theory, Melting point: 205°-208° C. (ether).